This data is from the Open Reaction Database (ORD), a public repository of structured organic reaction records. The task is: describe an organic reaction: reactants, conditions, products, and yield Reactants: [H-].[Na+] (sodium hydride), O (water), O (water), N1(N=NC=C1)CCCCC1=CC=C(C=C1)O (4-(4-[1,2,3]triazol-1-yl-butyl)-phenol), ClCC=1N=C(OC1)C=CC1=CC=C(C=C1)S(F)(F)(F)(F)F (4-chloromethyl-2-[2-(4-pentafluorosulfanyl-phenyl)-vinyl]-oxazole). The solvent is CN(C)C=O (DMF). Reaction conditions: time 30 minute. The product is FS(C1=CC=C(C=C1)/C=C/C=1OC=C(N1)COC1=CC=C(C=C1)CCCCN1N=NC=C1)(F)(F)(F)F (1-[4-(4-{2-[(E)-2-(-4-Pentafluorosulfanyl-phenyl)-vinyl]-oxazol-4-ylmethoxy}-phenyl)-butyl]-1H-[1,2,3]triazole). The yield is 83.6%. Reaction SMILES: [H-].[Na+].[N:3]1([CH2:8][CH2:9][CH2:10][CH2:11][C:12]2[CH:17]=[CH:16][C:15]([OH:18])=[CH:14][CH:13]=2)[CH:7]=[CH:6][N:5]=[N:4]1.Cl[CH2:20][C:21]1[N:22]=[C:23]([CH:26]=[CH:27][C:28]2[CH:33]=[CH:32][C:31]([S:34]([F:39])([F:38])([F:37])([F:36])[F:35])=[CH:30][CH:29]=2)[O:24][CH:25]=1.O>CN(C=O)C>[F:37][S:34]([F:35])([F:36])([F:38])([F:39])[C:31]1[CH:32]=[CH:33][C:28](/[CH:27]=[CH:26]/[C:23]2[O:24][CH:25]=[C:21]([CH2:20][O:18][C:15]3[CH:14]=[CH:13][C:12]([CH2:11][CH2:10][CH2:9][CH2:8][N:3]4[CH:7]=[CH:6][N:5]=[N:4]4)=[CH:17][CH:16]=3)[N:22]=2)=[CH:29][CH:30]=1 |f:0.1|. Reported procedure: 25.0 mg (1.00 mmol) 95% sodium hydride were given to a solution of 217 mg (1.00 mmol) 4-(4-[1,2,3]triazol-1-yl-butyl)-phenol in 3.0 ml DMF and stirred for 30 min. 346 mg (1.00 mmol) 4-chloromethyl-2-[2-(4-pentafluorosulfanyl-phenyl)-vinyl]-oxazole were added and stirring continued at r.t. for 24 h. After cautious addition of 10 ml water the mixture was diluted to 60 ml by further addition of water and stirred for 30 min. The resulting precipitate was washed with 3×10 ml water, 2×10 ml methanol/w... The reactants are C(C=1C(N)=CC=CC1)(=O)OCC (ethyl anthranilate), ice H2O, C(C=1C(N)=CC=CC1)(=O)OCC (ethyl anthranilate), [H-].[Na+] (sodium hydride), CS(=O)C (DMSO), Cl (HCl). Run in CO.CCOC(=O)C (MeOH EtOAc), CO.CCOC(=O)C (MeOH EtOAc), C1=CC=CC=C1 (benzene), ice H2O, C1=CC=CC=C1 (benzene). Run at temperature 80 celsius, time 0.5 hour. Product: NC1=C(C=CC=C1)C(CS(=O)C)=O (1-(2-aminophenyl)-2-(methylsulfinyl)ethanone). The yield is 59.0%. RXN SMILES: [C:1]([O:10]CC)(=O)[C:2]1[C:3](=[CH:5][CH:6]=[CH:7][CH:8]=1)[NH2:4].[H-].[Na+].[CH3:15][S:16]([CH3:18])=[O:17].Cl>C1C=CC=CC=1.CO.CCOC(C)=O>[NH2:4][C:3]1[CH:5]=[CH:6][CH:7]=[CH:8][C:2]=1[C:1](=[O:10])[CH2:15][S:16]([CH3:18])=[O:17] |f:1.2,6.7|. Reported procedure: From ethyl anthranilate: A mixture of sodium hydride (60% dispersion in mineral oil, 24.00 g, 0.6 mole, 3 equiv.), dry DMSO (71.0 ml, 1.0 mole, 5 equiv.), and benzene (130 ml) was heated at 80° C. until gas evolution ceased (1.5 hr), then was cooled in ice/H2O. A solution of ethyl anthranilate (29.6 ml, 0.2 mole, 1 equiv.) in benzene (100 ml) was added at a rate such that the internal temperature did not exceed 25° C., and the mixture was stirred for 0.5 hr The reaction was poured into ice/H2O a... Starting materials: CC=1C=CC(=C(C(=O)OC)C1)C=1C=NN(C1)C (methyl 5-methyl-2-(1-methyl-1H-pyrazol-4-yl)benzoate), BrC=1C=C2C=NC(=NC2=CC1)NC[C@H]1N(CCC[C@H]1C)C(=O)C1=C(C=CC(=C1)C)N1N=CC=N1 (((2S,3R)-2-(((6-bromoquinazolin-2-yl)amino)methyl)-3-methylpiperidin-1-yl)(5-methyl-2-(2H-1,2,3-triazol-2-yl)phenyl)methanone), CB1OB(OB(O1)C)C (2,4,6-trimethyl-1,3,5,2,4,6-trioxatriborinane). Yields the product C[C@H]1[C@H](N(CCC1)C(=O)C1=C(C=CC(=C1)C)N1N=CC=N1)CNC1=NC2=CC=C(C=C2C=N1)C (((2S,3R)-3-Methyl-2-(((6-methylquinazolin-2-yl)amino)methyl)piperidin-1-yl)(5-methyl-2-(2H-1,2,3-triazol-2-yl)phenyl)methanone). RXN SMILES: [CH3:1]C1C=CC(C2C=NN(C)C=2)=C(C=1)C(OC)=O.Br[C:19]1[CH:20]=[C:21]2[C:26](=[CH:27][CH:28]=1)[N:25]=[C:24]([NH:29][CH2:30][C@@H:31]1[C@H:36]([CH3:37])[CH2:35][CH2:34][CH2:33][N:32]1[C:38]([C:40]1[CH:45]=[C:44]([CH3:46])[CH:43]=[CH:42][C:41]=1[N:47]1[N:51]=[CH:50][CH:49]=[N:48]1)=[O:39])[N:23]=[CH:22]2.CB1OB(C)OB(C)O1>>[CH3:37][C@@H:36]1[CH2:35][CH2:34][CH2:33][N:32]([C:38]([C:40]2[CH:45]=[C:44]([CH3:46])[CH:43]=[CH:42][C:41]=2[N:47]2[N:51]=[CH:50][CH:49]=[N:48]2)=[O:39])[C@@H:31]1[CH2:30][NH:29][C:24]1[N:23]=[CH:22][C:21]2[C:26](=[CH:27][CH:28]=[C:19]([CH3:1])[CH:20]=2)[N:25]=1. Reported procedure: The title compound was prepared following the same general protocol as described for methyl 5-methyl-2-(1-methyl-1H-pyrazol-4-yl)benzoate in Example A1, using ((2S,3R)-2-(((6-bromoquinazolin-2-yl)amino)methyl)-3-methylpiperidin-1-yl)(5-methyl-2-(2H-1,2,3-triazol-2-yl)phenyl)methanone (synthesized in Example A122) and 2,4,6-trimethyl-1,3,5,2,4,6-trioxatriborinane. ESI-MS (m/z): 456 [M+1]+. Starting materials: C(C)(C)(C)OC(=O)N1CCC(CC1)OC1=CC(=C(C=C1)CC(=O)N1CCC(CC1)N1C(CCC2=CC=CC=C12)=O)OC (1-(1-(4-(N-tert-Butyloxycarbonyl-4-piperidinyloxy)-2-methoxyphenylacetyl)-piperidin-4-yl)-3,4-dihydro-2(1H)-quinolinone). Run in C(C)(=O)OCC (ethyl acetate). Reaction conditions: temperature 0 celsius, time 30 minute. The product is N1CCC(CC1)OC1=CC(=C(C=C1)CC(=O)N1CCC(CC1)N1C(CCC2=CC=CC=C12)=O)OC (1-(1-(4-(4-Piperidinyloxy)-2-methoxyphenylacetyl)piperidin-4-yl)-3,4-dihydro-2(1H)-quinolinone). As a reaction SMILES: C(OC([N:8]1[CH2:13][CH2:12][CH:11]([O:14][C:15]2[CH:20]=[CH:19][C:18]([CH2:21][C:22]([N:24]3[CH2:29][CH2:28][CH:27]([N:30]4[C:39]5[C:34](=[CH:35][CH:36]=[CH:37][CH:38]=5)[CH2:33][CH2:32][C:31]4=[O:40])[CH2:26][CH2:25]3)=[O:23])=[C:17]([O:41][CH3:42])[CH:16]=2)[CH2:10][CH2:9]1)=O)(C)(C)C>C(OCC)(=O)C>[NH:8]1[CH2:13][CH2:12][CH:11]([O:14][C:15]2[CH:20]=[CH:19][C:18]([CH2:21][C:22]([N:24]3[CH2:25][CH2:26][CH:27]([N:30]4[C:39]5[C:34](=[CH:35][CH:36]=[CH:37][CH:38]=5)[CH2:33][CH2:32][C:31]4=[O:40])[CH2:28][CH2:29]3)=[O:23])=[C:17]([O:41][CH3:42])[CH:16]=2)[CH2:10][CH2:9]1. Procedure details: To 250 mL of dry ethyl acetate under N2 was added 1-(1-(4-(N-tert-Butyloxycarbonyl-4-piperidinyloxy)-2-methoxyphenylacetyl)-piperidin-4-yl)-3,4-dihydro-2(1H)-quinolinone (1.2 g, 2 mmol) from Example 194, and the solution was cooled to 0° C. in an ice-water bath. Anhydrous HCl gas was bubbled into the solution at 0° C. for 30 min. The solution was stirred for an additional 30 min at 0° C. then the ice bath was removed and N2 was bubbled through the solution to remove the excess HCl. Addition of h... Reactants: [OH-].[Na+] (NaOH), C(=S)=S (carbon disulfide), C(C1=CC=CC=C1)N1C2=CC=CC=C2C=2C[C@@H](NCC12)C(=O)O ((3R)-9-Benzyl-1,2,3,4-tetrahydro-β-carboline-3-carboxylic acid), Cl (HCl), CI (methyl iodide). Solvent: CS(=O)C (dimethylsulfoxide), O (water). Conditions: time 10 minute. Yields the product C(C1=CC=CC=C1)N1C2=CC=CC=C2C=2C[C@@H](N(CC12)C(=S)SC)C(=O)O ((3R)-9-Benzyl-2-[(methylthio)thiocarbonyl]-1,2,3,4-tetrahydro-β-carboline-3-carboxylic acid). The yield is 52.0%. RXN SMILES: [CH2:1]([N:8]1[C:20]2[CH2:19][NH:18][C@@H:17]([C:21]([OH:23])=[O:22])[CH2:16][C:15]=2[C:14]2[C:9]1=[CH:10][CH:11]=[CH:12][CH:13]=2)[C:2]1[CH:7]=[CH:6][CH:5]=[CH:4][CH:3]=1.[OH-].[Na+].[CH3:26]I.Cl.[C:29](=[S:31])=[S:30]>CS(C)=O.O>[CH2:1]([N:8]1[C:20]2[CH2:19][N:18]([C:29]([S:31][CH3:26])=[S:30])[C@@H:17]([C:21]([OH:23])=[O:22])[CH2:16][C:15]=2[C:14]2[C:9]1=[CH:10][CH:11]=[CH:12][CH:13]=2)[C:2]1[CH:3]=[CH:4][CH:5]=[CH:6][CH:7]=1 |f:1.2|. Reported procedure: (3R)-9-Benzyl-1,2,3,4-tetrahydro-β-carboline-3-carboxylic acid (1.225 g) is dissolved in dimethylsulfoxide (20 ml) and thereto are added 10N NaOH (0.8 ml) and carbon disulfide (0.24 ml). The mixture is stirred at room temperature for 10 minutes and thereto is added dropwise methyl iodide (0.29 ml). The mixture is stirred at room temperature for 20 minutes and thereto is added water (100 ml). The mixture is acidified with 10% HCl and extracted with ethyl acetate. The extract is washed with water,... Reactants: Clc1ccc2c(Br)ccnc2c1, CC1CC(C)(C)C(CN)C1N. Product: CC1CC(C)(C)C(CNc2ccnc3cc(Cl)ccc23)C1N. RXN SMILES: [Br:1][c:2]1[cH:3][cH:4][n:5][c:6]2[cH:7][c:8]([Cl:12])[cH:9][cH:10][c:11]12.[NH2:13][CH2:14][CH:15]1[CH:16]([NH2:23])[CH:17]([CH3:22])[CH2:18][C:19]1([CH3:20])[CH3:21]>>[c:2]1([NH:13][CH2:14][CH:15]2[CH:16]([NH2:23])[CH:17]([CH3:22])[CH2:18][C:19]2([CH3:20])[CH3:21])[cH:3][cH:4][n:5][c:6]2[cH:7][c:8]([Cl:12])[cH:9][cH:10][c:11]12. The reactants are FC(S(=O)(=O)O)(F)F (Trifluoromethanesulfonic acid), N1=CC(=CC=C1)CO (3-pyridinemethanol), C1CS1 (ethylene sulfide). Solvent: O (H2O). Yields the product FC(S(=O)(=O)[O-])(F)F.OCC=1C=[N+](C=CC1)CCS (3-Hydroxymethyl-1-(2-mercaptoethyl)pyridinium trifluoromethanesulfonate). Yield: 93.9%. RXN SMILES: [F:1][C:2]([F:8])([F:7])[S:3]([OH:6])(=[O:5])=[O:4].[N:9]1[CH:14]=[CH:13][CH:12]=[C:11]([CH2:15][OH:16])[CH:10]=1.[CH2:17]1[S:19][CH2:18]1>O>[F:1][C:2]([F:8])([F:7])[S:3]([O-:6])(=[O:5])=[O:4].[OH:16][CH2:15][C:11]1[CH:10]=[N+:9]([CH2:17][CH2:18][SH:19])[CH:14]=[CH:13][CH:12]=1 |f:4.5|. Procedure details: Trifluoromethanesulfonic acid (1.327 mL, 0.015 mol) was added dropwise to 3-pyridinemethanol (2.91 mL, 0.030 mol), followed by ethylene sulfide (0.89 mL, 0.015 mol). The resulting homogeneous mixture was heated (oil bath) at 50°-70° C. under N2 for 20 h. The reaction mixture was then taken up in H2O (15 mL) and extracted with CH2Cl2 (5×5 mL). The aqueous phase was concentrated in vacuo and then applied to a C18 reverse-phase column. Elution with H2O followed by evaporation of the relevant fracti...